This data is from the Open Reaction Database (ORD), a public repository of structured organic reaction records. The task is: describe an organic reaction: reactants, conditions, products, and yield Reactants: BrC=1SC=CC1 (2-Bromothiophene), C(C)OC1=CC=C(C=C1)B(O)O (4-ethoxyphenylboronic acid). Yields the product C(C)OC1=CC=C(C=C1)C=1SC=CC1 (2-(4-ethoxyphenyl)thiophene). Reaction SMILES: Br[C:2]1[S:3][CH:4]=[CH:5][CH:6]=1.[CH2:7]([O:9][C:10]1[CH:15]=[CH:14][C:13](B(O)O)=[CH:12][CH:11]=1)[CH3:8]>>[CH2:7]([O:9][C:10]1[CH:15]=[CH:14][C:13]([C:2]2[S:3][CH:4]=[CH:5][CH:6]=2)=[CH:12][CH:11]=1)[CH3:8]. Procedure: 2-Bromothiophene and 4-ethoxyphenylboronic acid were treated in a manner similar to Reference Example 20-(1) to give 2-(4-ethoxyphenyl)thiophene as a colorless solid. APCI-Mass m/Z 205 (M+H). Starting materials: BrC1=CSC=C1C1=CC=C(C=C1)OC (3-bromo-4-(4-methoxyphenyl)thiophene), C(#N)C1=CC(=C(C=C1)B(O)O)C (4-cyano-2-methylphenylboronic acid), C([O-])([O-])=O.[Na+].[Na+] (sodium carbonate), C1(=CC=CC=C1)C (toluene). Reagents/catalysts: C=1C=CC(=CC1)[P](C=2C=CC=CC2)(C=3C=CC=CC3)[Pd]([P](C=4C=CC=CC4)(C=5C=CC=CC5)C=6C=CC=CC6)([P](C=7C=CC=CC7)(C=8C=CC=CC8)C=9C=CC=CC9)[P](C=1C=CC=CC1)(C=1C=CC=CC1)C=1C=CC=CC1 (Pd(PPh3)4). Run in O (water), C(C)O (ethanol), O (water). Run at temperature 80 celsius, time 5 hour. The product is COC1=CC=C(C=C1)C=1C(=CSC1)C1=C(C=C(C#N)C=C1)C (4-(4-(4-methoxyphenyl)thiophen-3-yl)-3-methylbenzonitrile). Isolated yield 69.5%. RXN SMILES: Br[C:2]1[C:6]([C:7]2[CH:12]=[CH:11][C:10]([O:13][CH3:14])=[CH:9][CH:8]=2)=[CH:5][S:4][CH:3]=1.[C:15]([C:17]1[CH:22]=[CH:21][C:20](B(O)O)=[C:19]([CH3:26])[CH:18]=1)#[N:16].C(=O)([O-])[O-].[Na+].[Na+].C1(C)C=CC=CC=1>C(O)C.O.C1C=CC([P]([Pd]([P](C2C=CC=CC=2)(C2C=CC=CC=2)C2C=CC=CC=2)([P](C2C=CC=CC=2)(C2C=CC=CC=2)C2C=CC=CC=2)[P](C2C=CC=CC=2)(C2C=CC=CC=2)C2C=CC=CC=2)(C2C=CC=CC=2)C2C=CC=CC=2)=CC=1>[CH3:14][O:13][C:10]1[CH:11]=[CH:12][C:7]([C:6]2[C:2]([C:20]3[CH:21]=[CH:22][C:17]([C:15]#[N:16])=[CH:18][C:19]=3[CH3:26])=[CH:3][S:4][CH:5]=2)=[CH:8][CH:9]=1 |f:2.3.4,^1:47,49,68,87|. Procedure: To a mixture of 3-bromo-4-(4-methoxyphenyl)thiophene (Scheme I, 2, X1=4-methoxyphenyl) (1.7 g, 6.316 mmol), 4-cyano-2-methylphenylboronic acid (Scheme I, 2A, X2=4-cyano-2-methylphenyl) (1.535 g, 6.316 mmol), sodium carbonate (1.34 g, 12.63 mmol), toluene (60 mL) in a mixture of ethanol (36 mL) and water (24 mL) under nitrogen was added Pd(PPh3)4 (0.7 g, 0.606 mmol). The mixture was stirred at 80° C. for 5 h, poured into water (50 mL), and extracted with ethyl acetate (50 mL×3). The organic extra... Starting materials: Cc1cc(C(C)(C)C)c(O)c(C(C)(C)C)c1, O, CC(C)c1ccc(-n2nc(O)c3ccccc3c2=O)cc1, O=P(Br)(Br)Br. RXN SMILES: [CH3:27][c:28]1[cH:29][c:30]([C:31]([CH3:32])([CH3:33])[CH3:34])[c:35]([OH:36])[c:37]([C:38]([CH3:39])([CH3:40])[CH3:41])[cH:42]1.[OH2:43].[OH:1][c:2]1[n:3][n:4](-[c:13]2[cH:14][cH:15][c:16]([CH:19]([CH3:20])[CH3:21])[cH:17][cH:18]2)[c:5](=[O:12])[c:6]2[cH:7][cH:8][cH:9][cH:10][c:11]12.[P:22]([Br:23])([Br:24])([Br:25])=[O:26]>>[c:2]1([Br:24])[n:3][n:4](-[c:13]2[cH:14][cH:15][c:16]([CH:19]([CH3:20])[CH3:21])[cH:17][cH:18]2)[c:5](=[O:12])[c:6]2[cH:7][cH:8][cH:9][cH:10][c:11]12. The product is CC(C)c1ccc(-n2nc(Br)c3ccccc3c2=O)cc1. The reactants are COC(C1=CN=C(C(=C1)N)N)=O (5,6-diamino-nicotinic acid methyl ester), C1(=C(C(=CC(=C1)C)C)S(=O)(=O)ON)C (O-mesitylene-sulfonylhydroxylamine), CC1=CC=C(S1)C=O (5-methylthiophene-2-carboxaldehyde). Yields the product COC(=O)C=1C=C(C=2N(C1)N=C(N2)C=2SC(=CC2)C)N (8-Amino-2-(5-methyl-thiophen-2-yl)-[1,2,4]triazolo[1,5-a]pyridine-6-carboxylic Acid Methyl Ester). Reaction SMILES: [CH3:1][O:2][C:3](=[O:12])[C:4]1[CH:9]=[C:8]([NH2:10])[C:7]([NH2:11])=[N:6][CH:5]=1.C1(C)C=C(C)C=C(C)C=1S(O[NH2:25])(=O)=O.[CH3:27][C:28]1[S:32][C:31]([CH:33]=O)=[CH:30][CH:29]=1>>[CH3:1][O:2][C:3]([C:4]1[CH:9]=[C:8]([NH2:10])[C:7]2[N:6]([N:25]=[C:33]([C:31]3[S:32][C:28]([CH3:27])=[CH:29][CH:30]=3)[N:11]=2)[CH:5]=1)=[O:12]. Procedure: The title compound, MS m/e (%): 289.2 (M+, 100), was prepared in accordance with the general method of example 1 from 5,6-diamino-nicotinic acid methyl ester, O-mesitylene-sulfonylhydroxylamine, and 5-methylthiophene-2-carboxaldehyde. The purification was performed by flash column chromatography on silica eluting with a mixture of ethyl acetate and n-hexane. Reactants: CC#N, CC(C)Sc1nc(Cl)c(I)c(C(F)(F)F)n1, c1c[nH]cn1. The product is CC(C)Sc1nc(-n2ccnc2)c(I)c(C(F)(F)F)n1. As a reaction SMILES: [CH3:22][C:23]#[N:24].[Cl:1][c:2]1[n:3][c:4]([S:13][CH:14]([CH3:15])[CH3:16])[n:5][c:6]([C:9]([F:10])([F:11])[F:12])[c:7]1[I:8].[nH:17]1[cH:18][n:19][cH:20][cH:21]1>>[c:2]1(-[n:17]2[cH:18][n:19][cH:20][cH:21]2)[n:3][c:4]([S:13][CH:14]([CH3:15])[CH3:16])[n:5][c:6]([C:9]([F:10])([F:11])[F:12])[c:7]1[I:8].